This data is from the Open Reaction Database (ORD), a public repository of structured organic reaction records. The task is: describe an organic reaction: reactants, conditions, products, and yield RXN SMILES: [CH2:45]1[O:46][CH2:47][CH2:48][CH2:49]1.[CH3:1][CH2:2][CH2:3][CH2:4][Li:5].[CH3:21][O:22][C:23](=[O:24])[C:25]1([CH:39]2[CH2:40][CH2:41][CH2:42]2)[CH2:26][N:27]([c:31]2[c:32]([CH3:38])[cH:33][cH:34][cH:35][c:36]2[CH3:37])[C:28](=[O:30])[CH2:29]1.[Cl-:43].[F:6][C:7]([c:8]1[cH:9][c:10]([NH2:11])[cH:12][c:13]([C:15]([F:16])([F:17])[F:18])[cH:14]1)([F:19])[F:20].[NH4+:44]>>[F:6][C:7]([c:8]1[cH:9][c:10]([NH:11][C:23](=[O:22])[C:25]2([CH:39]3[CH2:40][CH2:41][CH2:42]3)[CH2:26][N:27]([c:31]3[c:32]([CH3:38])[cH:33][cH:34][cH:35][c:36]3[CH3:37])[C:28](=[O:30])[CH2:29]2)[cH:12][c:13]([C:15]([F:16])([F:17])[F:18])[cH:14]1)([F:19])[F:20]. Starting materials: C1CCOC1, [Li]CCCC, COC(=O)C1(C2CCC2)CC(=O)N(c2c(C)cccc2C)C1, [Cl-], Nc1cc(C(F)(F)F)cc(C(F)(F)F)c1, [NH4+]. Yields the product Cc1cccc(C)c1N1CC(C(=O)Nc2cc(C(F)(F)F)cc(C(F)(F)F)c2)(C2CCC2)CC1=O. Starting materials: FC=1C=CC(=C2CC(COC21)[N+](=O)[O-])C(=O)N (8-Fluoro-3-nitro-3,4-dihydro-2H-1-benzopyran-5-carboxamide), C(C)O (ethanol). Reagents/catalysts: [Ni] (Raney nickel). Run in O1CCCC1 (tetrahydrofuran). Conditions: time 48 hour. Product: NC1COC=2C(C1)=C(C=CC2F)C(=O)N (3-Amino-8-fluoro-3,4-dihydro-2H-1-benzopyran-5-carboxamide). The yield is 99.0%. As a reaction SMILES: [F:1][C:2]1[CH:3]=[CH:4][C:5]([C:15]([NH2:17])=[O:16])=[C:6]2[C:11]=1[O:10][CH2:9][CH:8]([N+:12]([O-])=O)[CH2:7]2.C(O)C>O1CCCC1.[Ni]>[NH2:12][CH:8]1[CH2:7][C:6]2=[C:5]([C:15]([NH2:17])=[O:16])[CH:4]=[CH:3][C:2]([F:1])=[C:11]2[O:10][CH2:9]1. Procedure: 8-Fluoro-3-nitro-3,4-dihydro-2H-1-benzopyran-5-carboxamide (9.0 g, 37.5 mmol), dissolved in tetrahydrofuran (100 mL) and absolute ethanol (400 mL), was subjected to atmospheric hydrogenation conditions using Raney nickel (W-2, 9 g) at room temperature. The reaction was complete after 48 hours, at which time the catalyst was filtered off, washed with hot ethanol and the combined solvents were removed in vacuo to give 7.8 g (99% yield) of an off-white solid. A portion was recrystallized from ethyl...